From a dataset of the Open Reaction Database (ORD), a public repository of structured organic reaction records. describe an organic reaction: reactants, conditions, products, and yield The reactants are CSC1=NC=C(C(=N1)NC)C (2-methylsulphenyl-4-methylamino-5-methyl-pyrimidine), ClC=1C=C(C(=O)OO)C=CC1 (3-chloro-peroxybenzoic acid), C(Cl)Cl.CO (methylene chloride methanol). Run in C(Cl)Cl (methylene chloride). Yields the product CS(=O)C1=NC=C(C(=N1)NC)C (2-methylsulphinyl-4-methylamino-5-methyl-pyrimidine). As a reaction SMILES: [CH3:1][S:2][C:3]1[N:8]=[C:7]([NH:9][CH3:10])[C:6]([CH3:11])=[CH:5][N:4]=1.ClC1C=C(C=CC=1)C(OO)=[O:17].C(Cl)Cl.CO>C(Cl)Cl>[CH3:1][S:2]([C:3]1[N:8]=[C:7]([NH:9][CH3:10])[C:6]([CH3:11])=[CH:5][N:4]=1)=[O:17] |f:2.3|. Reported procedure: Prepared from 2-methylsulphenyl-4-methylamino-5-methyl-pyrimidine by reacting with 3-chloro-peroxybenzoic acid in methylene chloride, Rf value: 0.23 (silica gel; methylene chloride/methanol/ conc. aqueous ammonia=20:1:0.1)